From a dataset of the Open Reaction Database (ORD), a public repository of structured organic reaction records. describe an organic reaction: reactants, conditions, products, and yield The reactants are C(=O)NC1=C(CCC2=NC=CC=C2)C=CC=C1 (2-(o-formamidophenethyl)pyridine), CI (methyl iodide), [I-].[NH+]1=CC=CC=C1 (pyridinium iodide). The solvent is CC(=O)C (acetone). Reaction conditions: temperature 5 celsius. Product: [I-].C(=O)NC1=C(CCC2=[N+](C=CC=C2)C)C=CC=C1 (2-(o-Formamidophenethyl)-1-methylpyridinium iodide). As a reaction SMILES: [CH:1]([NH:3][C:4]1[CH:17]=[CH:16][CH:15]=[CH:14][C:5]=1[CH2:6][CH2:7][C:8]1[CH:13]=[CH:12][CH:11]=[CH:10][N:9]=1)=[O:2].C[I:19].[I-].[NH+]1C=CC=C[CH:22]=1>CC(C)=O>[I-:19].[CH:1]([NH:3][C:4]1[CH:17]=[CH:16][CH:15]=[CH:14][C:5]=1[CH2:6][CH2:7][C:8]1[CH:13]=[CH:12][CH:11]=[CH:10][N+:9]=1[CH3:22])=[O:2] |f:2.3,5.6|. Procedure: A solution of 2-(o-formamidophenethyl)pyridine (55 g., 0.243 mole) and methyl iodide (38 g., 0.268 mole) in 500 ml. of acetone is refluxed for 20 hours. The mixture is cooled at 5°C. and filtered to provide 82 g. (92%) of the pyridinium iodide having melting point of 199.5°-201.5°C. Reaction SMILES: [CH3:23][C:24]#[N:25].[Cl:2][c:3]1[c:4]2[c:9]([c:10]([Cl:13])[cH:11][cH:12]1)[N:8]=[C:7]([S:14][CH3:15])[NH:6][CH:5]2[CH3:16].[IH:1].[NH4+:17].[Na+:20].[OH-:18].[OH-:19].[OH2:26].[OH:21][OH:22]>>[Cl:2][c:3]1[c:4]2[c:9]([c:10]([Cl:13])[cH:11][cH:12]1)[N:8]=[C:7]([NH2:17])[NH:6][CH:5]2[CH3:16]. The product is CC1NC(N)=Nc2c(Cl)ccc(Cl)c21. Starting materials: CC#N, CSC1=Nc2c(Cl)ccc(Cl)c2C(C)N1, I, [NH4+], [Na+], [OH-], [OH-], O, OO. The reactants are Cc1c(OCc2ccccc2)cccc1C(O)c1c[nH]c2ncccc12, C1CCOC1. The product is Cc1c(OCc2ccccc2)cccc1C(=O)c1c[nH]c2ncccc12. As a reaction SMILES: [CH2:1]([c:2]1[cH:3][cH:4][cH:5][cH:6][cH:7]1)[O:8][c:9]1[c:10]([CH3:26])[c:11]([CH:15]([OH:16])[c:17]2[cH:18][nH:19][c:20]3[n:21][cH:22][cH:23][cH:24][c:25]23)[cH:12][cH:13][cH:14]1.[O:27]1[CH2:28][CH2:29][CH2:30][CH2:31]1>>[CH2:1]([c:2]1[cH:3][cH:4][cH:5][cH:6][cH:7]1)[O:8][c:9]1[c:10]([CH3:26])[c:11]([C:15](=[O:16])[c:17]2[cH:18][nH:19][c:20]3[n:21][cH:22][cH:23][cH:24][c:25]23)[cH:12][cH:13][cH:14]1. The reactants are C(C)[Mg]Br (Ethyl magnesium bromide), C(C(=O)OCC)(=O)OCC (Diethyl oxalate), C(=O)=O.CC(=O)C (dry ice acetone). Run in CCOCC (Et2O). Yields the product O=C(C(=O)OCC)CC (Ethyl 2-oxobutanoate). Isolated yield 85.9%. RXN SMILES: [C:1]([O:8][CH2:9][CH3:10])(=[O:7])[C:2]([O:4]CC)=O.[CH2:11]([Mg]Br)[CH3:12].C(=O)=O.CC(C)=O>CCOCC>[O:4]=[C:2]([CH2:11][CH3:12])[C:1]([O:8][CH2:9][CH3:10])=[O:7] |f:2.3|. Procedure: Diethyl oxalate (10 g; 68 mmol) was dissolved in Et2O (100 ml) and cooled to −78 C. Ethyl magnesium bromide (1.0 M in THF; 72 ml; 71.8 mmol; 1.05 equiv.) was added slowly via syringe. The dry ice/acetone bath was allowed to melt and warm to 10 C. Monitored the reaction by 1H NMR. The reaction was cooled to 0 C and quenched with saturated NH4Cl. Dilute with H2O and separate phases. The organic layer was dried over Na2SO4, filtered and concentrated. Isolation gave 7.6 g of a crude yellow oil in 86...